From a dataset of the Open Reaction Database (ORD), a public repository of structured organic reaction records. describe an organic reaction: reactants, conditions, products, and yield The reactants are CC=C(C)C, CC(C)(C)O, [O-][Cl+][O-], CCCc1c(C=O)c2ccc(C(=O)OC)cc2n1Cc1ccccc1Cl, Cl, [Na+], O. Product: CCCc1c(C(=O)O)c2ccc(C(=O)OC)cc2n1Cc1ccccc1Cl. As a reaction SMILES: [CH3:27][C:28](=[CH:29][CH3:30])[CH3:31].[CH3:37][C:38]([OH:39])([CH3:40])[CH3:41].[Cl+:32]([O-:33])[O-:34].[Cl:1][c:2]1[c:3]([CH2:4][n:5]2[c:6]([CH2:20][CH2:21][CH3:22])[c:7]([CH:18]=[O:19])[c:8]3[cH:9][cH:10][c:11]([C:14](=[O:15])[O:16][CH3:17])[cH:12][c:13]23)[cH:23][cH:24][cH:25][cH:26]1.[ClH:36].[Na+:35].[OH2:42]>>[Cl:1][c:2]1[c:3]([CH2:4][n:5]2[c:6]([CH2:20][CH2:21][CH3:22])[c:7]([C:18](=[O:19])[OH:33])[c:8]3[cH:9][cH:10][c:11]([C:14](=[O:15])[O:16][CH3:17])[cH:12][c:13]23)[cH:23][cH:24][cH:25][cH:26]1. Reactants: [Si](C)(C)(C(C)(C)C)OC[C@H]1N(CC(C(=C1)C)=O)C(=O)OC(C)(C)C ((S)-tert-butyl 2-((tert-butyldimethylsilyloxy)methyl)-4-methyl-5-oxo-5,6-dihydropyridine-1(2H)-carboxylate), [Si](C)(C)(C(C)(C)C)OC[C@H](C(=C)C1CC1)N(C(OC(C)(C)C)=O)CC(\C=C\C)=O ((S,E)-tert-butyl 1-(tert-butyldimethylsilyloxy)-3-cyclopropylbut-3-en-2-yl(2-oxopent-3-enyl)carbamate), [Si](C)(C)(C(C)(C)C)OC[C@H](C(=C)C1CC1)N(C(OC(C)(C)C)=O)CC(\C=C\C)=O ((S,E)-tert-butyl 1-(tert-butyldimethylsilyloxy)-3-cyclopropylbut-3-en-2-yl(2-oxopent-3-enyl)carbamate). Conditions: temperature 110 celsius. The product is [Si](C)(C)(C(C)(C)C)OC[C@H]1N(CC(C=C1C1CC1)=O)C(=O)OC(C)(C)C ((S)-tert-butyl 2-((tert-butyldimethylsilyloxy)methyl)-3-cyclopropyl-5-oxo-5,6-dihydropyridine-1(2H)-carboxylate), oil. The yield is 82.0%. Reaction SMILES: [Si:1]([O:8][CH2:9][C@@H:10]([N:16]([CH2:24][C:25](=[O:29])/[CH:26]=C/C)[C:17](=[O:23])[O:18][C:19]([CH3:22])([CH3:21])[CH3:20])[C:11]([CH:13]1[CH2:15][CH2:14]1)=C)([C:4]([CH3:7])([CH3:6])[CH3:5])([CH3:3])[CH3:2].[Si](OC[C@@H]1C=C(C)C(=O)CN1C(OC(C)(C)C)=O)(C(C)(C)C)(C)C>>[Si:1]([O:8][CH2:9][C@@H:10]1[C:11]([CH:13]2[CH2:15][CH2:14]2)=[CH:26][C:25](=[O:29])[CH2:24][N:16]1[C:17]([O:18][C:19]([CH3:22])([CH3:21])[CH3:20])=[O:23])([C:4]([CH3:6])([CH3:5])[CH3:7])([CH3:2])[CH3:3]. Reported procedure: The title compound was prepared from (S,E)-tert-butyl 1-(tert-butyldimethylsilyloxy)-3-cyclopropylbut-3-en-2-yl(2-oxopent-3-enyl)carbamate (Intermediate 236, 4 g, 9.44 mmol) following the procedure described for Intermediate 7, except the reaction mixture was heated at 110° C. overnight. The desired product was obtained as a light brown oil (2.97 g, 82%). Reactants: [C-]#N, N#C[K], CC1NC(=O)NN=C1c1ccc(N)cc1, [Na+], [Na+], O=C([O-])[O-], O. The product is CC1NC(=O)NN=C1c1ccc(C#N)cc1. Reaction SMILES: [C-:25]#[N:26].[K:22][C:23]#[N:24].[NH2:1][c:2]1[cH:3][cH:4][c:5]([C:8]2=[N:13][NH:12][C:11](=[O:14])[NH:10][CH:9]2[CH3:15])[cH:6][cH:7]1.[Na+:16].[Na+:17].[O-:18][C:19](=[O:20])[O-:21].[OH2:27]>>[c:2]1([C:23]#[N:24])[cH:3][cH:4][c:5]([C:8]2=[N:13][NH:12][C:11](=[O:14])[NH:10][CH:9]2[CH3:15])[cH:6][cH:7]1. Starting materials: N(=[N+]=[N-])CC(O)C1=CC(=C(C=C1)F)F (2-azido-1-(3,4-difluorophenyl)ethanol). The reagents and catalysts are [Pd] (Pd). Solvent: C(C)O (ethanol). Reaction conditions: time 8 hour. Yields the product NCC(O)C1=CC(=C(C=C1)F)F (2-amino-1-(3,4-difluorophenyl)ethanol). As a reaction SMILES: [N:1]([CH2:4][CH:5]([C:7]1[CH:12]=[CH:11][C:10]([F:13])=[C:9]([F:14])[CH:8]=1)[OH:6])=[N+]=[N-]>C(O)C.[Pd]>[NH2:1][CH2:4][CH:5]([C:7]1[CH:12]=[CH:11][C:10]([F:13])=[C:9]([F:14])[CH:8]=1)[OH:6]. Procedure details: A suspension of Pd (10 wt % on carbon; 232 mg, 0.22 mmol) in a solution of afforded 2-azido-1-(3,4-difluorophenyl)ethanol (435 mg, 2.2 mmol) in ethanol (20 mL) was stirred under an atmosphere of hydrogen overnight. The reaction mixture was filtered through Celite, acidified with hydrogen chloride (1 M in diethyl ether) and concentrated in vacuo to afford 2-amino-1-(3,4-difluorophenyl)ethanol, which was used without further purification.